Dataset: the Open Reaction Database (ORD), a public repository of structured organic reaction records. Task: describe an organic reaction: reactants, conditions, products, and yield Starting materials: C(C)C(CC)NC1=CC(=C(C=C1)C)C (N-(1-ethylpropyl)-3,4-dimethyl-benzenamine), N(=O)N(C1=C(C(=C(C=C1[N+](=O)[O-])C)C)[N+](=O)[O-])C(CC)CC (N-nitroso-N-(1-ethylpropyl)-2,6-dinitro-3,4-dimethyl-benzenamine), C(C)C(CC)NC1=CC(=C(C=C1)C)C (N-(1-ethylpropyl)-3,4-dimethyl-benzenamine), [N+](=O)(O)[O-] (nitric acid), N(=O)[O-].[Na+] (NaNO2), [N+](=O)([O-])N(C=1CC(C(=CC1[N+](=O)[O-])C)(C)[N+](=O)[O-])C(CC)CC (N-nitro-N-(1-ethylpropyl)-3,6-dinitro-3,4-dimethyl-benzenamine). The solvent is O (water), ClC(C)Cl (dichloroethane). Reaction conditions: time 15 minute. The product is C(C)C(CC)NC1=C(C(=C(C=C1[N+](=O)[O-])C)C)[N+](=O)[O-] (N-(1-ethylpropyl)-2,6-dinitro-3,4-dimethyl-benzenamine). RXN SMILES: C(C(NC1C=CC(C)=C(C)C=1)CC)C.[N+]([O-])(O)=O.N([O-])=O.[Na+].N([N:25]([CH:40]([CH2:43][CH3:44])[CH2:41][CH3:42])[C:26]1[C:31]([N+:32]([O-:34])=[O:33])=[CH:30][C:29]([CH3:35])=[C:28]([CH3:36])[C:27]=1[N+:37]([O-:39])=[O:38])=O.[N+](N(C(CC)CC)C1CC([N+]([O-])=O)(C)C(C)=CC=1[N+]([O-])=O)([O-])=O>ClC(Cl)C.O>[CH2:41]([CH:40]([NH:25][C:26]1[C:31]([N+:32]([O-:34])=[O:33])=[CH:30][C:29]([CH3:35])=[C:28]([CH3:36])[C:27]=1[N+:37]([O-:39])=[O:38])[CH2:43][CH3:44])[CH3:42] |f:2.3|. Reported procedure: The dinitration of N-(1-ethylpropyl)-3,4-dimethyl-benzenamine is carried out in a pilot plant in a tubular reactor having a static mixer; the tubular reactor is constituted by a coil in three joined sections, each 5000 mm in length with an internal diameter of 4 mm, with temperature sensors fitted at the junctions between them. The Kenics Static Mixer is a 190 mm long tubular body inserted between the second and third sections. The reactor is immersed in a water-cooled thermostated bath. 67% nit... Starting materials: C(C(=O)Cl)(=O)Cl (oxalyl chloride), FC1=CC(=C(C(=O)O)C=C1)C(F)(F)F (4-fluoro-2-trifluoromethylbenzoic acid), CO (methanol). The reagents and catalysts are CN(C=O)C (dimethylformamide). Run in ClCCl (dichloromethane). Run at time 2 hour. Yields the product COC(C1=C(C=C(C=C1)F)C(F)(F)F)=O (4-Fluoro-2-trifluoromethylbenzoic acid methyl ester). The yield is 65.9%. As a reaction SMILES: [F:1][C:2]1[CH:10]=[CH:9][C:5]([C:6]([OH:8])=[O:7])=[C:4]([C:11]([F:14])([F:13])[F:12])[CH:3]=1.[C:15](Cl)(=O)C(Cl)=O.CO>ClCCl.CN(C)C=O>[CH3:15][O:7][C:6](=[O:8])[C:5]1[CH:9]=[CH:10][C:2]([F:1])=[CH:3][C:4]=1[C:11]([F:12])([F:13])[F:14]. Procedure details: A suspension of 4-fluoro-2-trifluoromethylbenzoic acid (25.6 g, 123.0 mmol) in dichloromethane (250 mL) containing a few drops of dimethylformamide was treated dropwise under nitrogen with oxalyl chloride (11.3 mL, 129.5 mmol). After the gas evolution subsided, the reaction mixture was refluxed for an additional 15 minutes. The mixture was cooled and methanol (50 mL) was added. After stirring for 2 hrs, the reaction was concentrated, and the residue was partitioned between dichloromethane and wa...